Dataset: the Open Reaction Database (ORD), a public repository of structured organic reaction records. Task: describe an organic reaction: reactants, conditions, products, and yield Solvent: C(C)(=O)OCC (ethyl acetate). RXN SMILES: [C:1]1([C:7]2[C:17]3[O:16][CH2:15][CH2:14][N:13](C(OC(C)(C)C)=O)[CH2:12][C:11]=3[CH:10]=[CH:9][CH:8]=2)[CH2:6][CH2:5][CH2:4][CH2:3][CH:2]=1.C(OCC)(=O)C.[ClH:31]>C(OCC)(=O)C>[ClH:31].[C:1]1([C:7]2[C:17]3[O:16][CH2:15][CH2:14][NH:13][CH2:12][C:11]=3[CH:10]=[CH:9][CH:8]=2)[CH2:6][CH2:5][CH2:4][CH2:3][CH:2]=1 |f:1.2,4.5|. Procedure details: A mixture of tert-butyl 9-(cyclohexa-1-en-1-yl)-2,3-dihydro-1,4-benzoxazepine-4(5H)-carboxylate (170 mg, 0.516 mmol), ethyl acetate (1 ml) and 4N hydrogen chloride-ethyl acetate solution (4 ml) was stirred for 1 hr at room temperature, and the solvent was evaporated under reduced pressure. The residue was recrystallized from a mixed solvent of methanol and ether to give the desired product (112 mg, 81.8%) as a solid. Yield: 81.8%. Reactants: C1(=CCCCC1)C1=CC=CC=2CN(CCOC21)C(=O)OC(C)(C)C (tert-butyl 9-(cyclohexa-1-en-1-yl)-2,3-dihydro-1,4-benzoxazepine-4(5H)-carboxylate), C(C)(=O)OCC.Cl (hydrogen chloride-ethyl acetate). The product is Cl.C1(=CCCCC1)C1=CC=CC=2CNCCOC21 (9-(cyclohexa-1-en-1-yl)-2,3,4,5-tetrahydro-1,4-benzoxazepine hydrochloride). Reaction conditions: time 1 hour. The reactants are NC1=CC=C2C=C(C=NC2=C1C)C=O (7-amino-8-methyl-3-quinolinecarboaldehyde), C(O)([O-])=O.[Na+] (sodium hydrogen carbonate), N1CCCC1 (pyrrolidine), triacetoxy sodium borohydride. Solvent: ClC(C)Cl (dichloroethane). Reaction conditions: time 4.5 hour. The product is CC=1C(=CC=C2C=C(C=NC12)CN1CCCC1)N (8-methyl-3-(1-pyrrolidinylmethyl)-7-quinolinamine). Isolated yield 94.4%. As a reaction SMILES: [NH2:1][C:2]1[C:11]([CH3:12])=[C:10]2[C:5]([CH:6]=[C:7]([CH:13]=O)[CH:8]=[N:9]2)=[CH:4][CH:3]=1.[NH:15]1[CH2:19][CH2:18][CH2:17][CH2:16]1.C(=O)([O-])O.[Na+]>ClC(Cl)C>[CH3:12][C:11]1[C:2]([NH2:1])=[CH:3][CH:4]=[C:5]2[C:10]=1[N:9]=[CH:8][C:7]([CH2:13][N:15]1[CH2:19][CH2:18][CH2:17][CH2:16]1)=[CH:6]2 |f:2.3|. Procedure details: To a suspension of 7-amino-8-methyl-3-quinolinecarboaldehyde (21.00 g, 112.8 mmol) obtained in Reference Example 66 in dichloroethane (210 ml) were added pyrrolidine (28.28 ml, 145.0 mmol) and triacetoxy sodium borohydride (35.84 g, 169.2 mmol), and the mixture was stirred at room temperature for 4.5 hrs. To the reaction solution was added saturated aqueous sodium hydrogen carbonate and the mixture was vigorously stirred. The organic layer was separated and concentrated under reduced pressure. T... The reactants are C(C1=CC=CC=C1)N1C[C@H]2[C@@H](C1)[C@@H](CC2)N ((3aS,4R,6aR)-2-benzyloctahydrocyclopenta[c]pyrrol-4-amine), C1(=CC=CC=C1)C1(CC1)C(=O)O (1-phenylcyclopropanecarboxylic acid), C1(=CC=CC=C1)[C@@H](C(=O)O)CC ((S)-2-phenylbutanoic acid). Product: C(C1=CC=CC=C1)N1C[C@@H]2[C@H](C1)[C@H](CC2)NC(=O)C2(CC2)C2=CC=CC=C2 (N-[(3aR,4S,6aS)-2-benzyloctahydrocyclopenta[c]pyrrol-4-yl]-1-phenylcyclopropanecarboxamide). As a reaction SMILES: [CH2:1]([N:8]1[CH2:12][C@H:11]2[C@H:13]([NH2:16])[CH2:14][CH2:15][C@H:10]2[CH2:9]1)[C:2]1[CH:7]=[CH:6][CH:5]=[CH:4][CH:3]=1.[C:17]1([C:23]2([C:26](O)=[O:27])[CH2:25][CH2:24]2)[CH:22]=[CH:21][CH:20]=[CH:19][CH:18]=1.C1([C@H](CC)C(O)=O)C=CC=CC=1>>[CH2:1]([N:8]1[CH2:12][C@@H:11]2[C@@H:13]([NH:16][C:26]([C:23]3([C:17]4[CH:22]=[CH:21][CH:20]=[CH:19][CH:18]=4)[CH2:25][CH2:24]3)=[O:27])[CH2:14][CH2:15][C@@H:10]2[CH2:9]1)[C:2]1[CH:3]=[CH:4][CH:5]=[CH:6][CH:7]=1. Procedure: The title compound was prepared by substituting (3aR,4S,6aS)-2-benzyloctahydrocyclopenta[c]pyrrol-4-amine from Step A of Example 33 for (3aS,4R,6aR)-2-benzyloctahydrocyclopenta[c]pyrrol-4-amine and 1-phenylcyclopropanecarboxylic acid for (S)-2-phenylbutanoic acid in Step F of the procedure used to prepare Example 16: 1H NMR (400 MHz, pyridine-d5) δ ppm 7.46-7.37 (m, 4H), 7.33 (dt, J=7.5, 11.5, 4H), 7.28-7.22 (m, 2H), 6.22 (d, J=7.3, 1H), 4.31 (dd, J=6.7, 12.7, 1H), 3.56 (d, J=13.2, 1H), 3.40 (d,...